Dataset: the Open Reaction Database (ORD), a public repository of structured organic reaction records. Task: describe an organic reaction: reactants, conditions, products, and yield Reactants: C(\C=C\C)=O ((E)-but-2-enal), FC1=C(C=C(N)C=C1)OC (4-fluoro-3-methoxyaniline), [OH-].[NH4+] (ammonium hydroxide). Run in Cl (HCl). The product is FC=1C=C2C=CC(=NC2=CC1OC)C (6-fluoro-7-methoxy-2-methylquinoline). RXN SMILES: [F:1][C:2]1[CH:8]=[CH:7][C:5]([NH2:6])=[CH:4][C:3]=1[O:9][CH3:10].[CH:11](=O)/[CH:12]=[CH:13]/[CH3:14].[OH-].[NH4+]>Cl>[F:1][C:2]1[CH:8]=[C:7]2[C:5](=[CH:4][C:3]=1[O:9][CH3:10])[N:6]=[C:13]([CH3:14])[CH:12]=[CH:11]2 |f:2.3|. Procedure: To 4-fluoro-3-methoxyaniline (1.0 g, 7.1 mmol) in refluxing 6N HCl (20 mL) was added dropwise (E)-but-2-enal (0.99 g, 14 mmol) and the reaction was heated to reflux for 2 hours. After cooling, the reaction was neutralized with ammonium hydroxide and extracted with DCM. The combined organic phases were dried over MgSO4, filtered and concentrated under reduced pressure to yield 6-fluoro-7-methoxy-2-methylquinoline as a brown solid. Starting materials: C([O-])([O-])=O.[K+].[K+] (potassium carbonate), N1N=NC=C1 (triazole), BrC(C1=CC=C(C=C1)C#N)C1=CC=C(C=C1)C#N (bromo-bis(4-cyanophenyl)methane), CN(C)C=O (DMF). Solvent: C1(=CC=CC=C1)C (toluene). Run at temperature 60 celsius. Product: C1=CC(=CC=C1C#N)C(C=2C=CC(=CC2)C#N)N3C=NC=N3 (letrozole). The yield is 70.5%. RXN SMILES: N1C=[CH:4][N:3]=[N:2]1.Br[CH:7]([C:16]1[CH:21]=[CH:20][C:19]([C:22]#[N:23])=[CH:18][CH:17]=1)[C:8]1[CH:13]=[CH:12][C:11]([C:14]#[N:15])=[CH:10][CH:9]=1.[CH3:24][N:25](C=O)C.C(=O)([O-])[O-].[K+].[K+]>C1(C)C=CC=CC=1>[CH:10]1[C:11]([C:14]#[N:15])=[CH:12][CH:13]=[C:8]([CH:7]([N:2]2[N:3]=[CH:4][N:25]=[CH:24]2)[C:16]2[CH:21]=[CH:20][C:19]([C:22]#[N:23])=[CH:18][CH:17]=2)[CH:9]=1 |f:3.4.5|. Procedure details: A reactor was charged with triazole (104 g, 1.5 moles) and bromo-bis(4-cyanophenyl)methane (108 g, 0.6 mole) followed by addition of DMF (720 ml) and toluene (1080 ml), and the impeller speed was set at 800 RPM. The temperature was raised to 60° C. and potassium carbonate was added (83.5 g, 0.6 mole). Then, the temperature was raised to 80° C. and mixing was maintained at this temperature during about 1.5 hours. An aliquot was withdrawn from the reaction mixture, diluted with a mixture of water ... RXN SMILES: [CH:1](=[N:3]O)[CH3:2].ClCl.[CH3:7][SH:8].[OH-:9].[Na+:10].[Cl-]>O.C(O)CO>[CH3:7][S-:8].[Na+:10].[CH3:7][S:8][C:1](=[NH:3])[CH2:2][OH:9] |f:3.4,8.9|. Run at temperature -10 celsius, time 25 minute. Reported procedure: Acetaldoxime (30 g., 0.5 mole) was dissolved in 200 g. of a solvent mixture containing 175 g. of water and 25 g. of ethylene glycol, and the solution was cooled to -5° to -10° C. Over a period of 20-30 minutes, 30 g. of chlorine was introduced to to the solution with good agitation. During chlorination, the reaction temperature was maintained at -5° to -10° C. An additional 6 g. of chlorine was added in 10 minutes. The mixture was stirred for 10-15 minutes at -10° C. A sodium methyl mercaptide s... Run in O (water), O (water), C(CO)O (ethylene glycol). The reactants are CS (methyl mercaptan), ClCl (chlorine), mercaptide, [Cl-] (chloride), caustic solution, C(C)=NO (Acetaldoxime), ClCl (chlorine), [OH-].[Na+] (sodium hydroxide). Yields the product C[S-].[Na+] (sodium methyl mercaptide), CSC(CO)=N (methylhydroxythioacetimidate). RXN SMILES: C[O:2][C:3](=[O:20])[C:4]1[CH:9]=[C:8]([C:10]2[N:11]=[N:12][NH:13][N:14]=2)[N:7]=[C:6]([NH:15][C@H:16]([CH2:18][CH3:19])[CH3:17])[CH:5]=1.[OH-].[Na+].Cl>CO>[C@@H:16]([NH:15][C:6]1[CH:5]=[C:4]([CH:9]=[C:8]([C:10]2[N:11]=[N:12][NH:13][N:14]=2)[N:7]=1)[C:3]([OH:20])=[O:2])([CH2:18][CH3:19])[CH3:17] |f:1.2|. Reactants: COC(C1=CC(=NC(=C1)C=1N=NNN1)N[C@@H](C)CC)=O ((S)-2-sec-butylamino-6-(2H-tetrazol-5-yl)-isonicotinic acid methyl ester), [OH-].[Na+] (NaOH), Cl (HCl). Solvent: CO (methanol). Reported procedure: Treat a solution of (S)-2-sec-butylamino-6-(2H-tetrazol-5-yl)-isonicotinic acid methyl ester (250 mg, 0.91 mmol) in methanol (4 mL)at room temperature with 2 N NaOH (1.36 mL, 2.72 mmol). Stir overnight, acidify with 1 N HCl to about pH=3, concentrate and lyophilize to give the title compound. Run at time 8 hour. Product: [C@H](C)(CC)NC=1C=C(C(=O)O)C=C(N1)C=1N=NNN1 ((S)-2-sec-Butylamino-6-(2H-tetrazol-5-yl)-isonicotinic acid).